The task is: describe an organic reaction: reactants, conditions, products, and yield. This data is from the Open Reaction Database (ORD), a public repository of structured organic reaction records. The reactants are NC1=C(C#N)C(=CC=C1)Br (2-amino-6-bromobenzonitrile), C1(CC1)B(O)O (cyclopropylboronic acid), [O-]P(=O)([O-])[O-].[K+].[K+].[K+] (K3PO4), C1(=CC=CC=C1)C (toluene). The reagents and catalysts are C(C)(=O)[O-].[Pd+2].C(C)(=O)[O-] (palladium (II) acetate), C1(CCCCC1)P(C1CCCCC1)C1CCCCC1 (tricyclohexylphosphine). Run in O (water). Product: NC1=C(C#N)C(=CC=C1)C1CC1 (2-amino-6-cyclopropylbenzonitrile). Yield: 62.6%. Reaction SMILES: [NH2:1][C:2]1[CH:9]=[CH:8][CH:7]=[C:6](Br)[C:3]=1[C:4]#[N:5].[CH:11]1(B(O)O)[CH2:13][CH2:12]1.[O-]P([O-])([O-])=O.[K+].[K+].[K+].C1(C)C=CC=CC=1>C([O-])(=O)C.[Pd+2].C([O-])(=O)C.C1(P(C2CCCCC2)C2CCCCC2)CCCCC1.O>[NH2:1][C:2]1[CH:9]=[CH:8][CH:7]=[C:6]([CH:11]2[CH2:13][CH2:12]2)[C:3]=1[C:4]#[N:5] |f:2.3.4.5,7.8.9|. Procedure details: A 2-5 mL microwave vial containing 2-amino-6-bromobenzonitrile (1.0 eq., 1.0 mmol, 197 mg), cyclopropylboronic acid (1.3 eq., 1.3 mmol, 112 mg), and K3PO4 (3.5 eq., 3.5 mmol, 743 mg) was flushed with nitrogen. To this vial was added toluene (4 mL, Sure-Seal), water (200 μL), tricyclohexylphosphine (0.018 eq., 18.1 μmol, 88% pure, 20% in hexanes, 32 μL), and palladium (II) acetate (0.05 eq. “Pd,” trimer, 0.0167 mmol, 12 mg), all under nitrogen. The reaction vial was flushed with nitrogen, capped ... Starting materials: O=C(Cl)C(=O)Cl, NCCCCNC(=O)N(c1ccccc1)c1ccccc1, O=C(O)C=Cc1cccnc1. Yields the product O=C(C=Cc1cccnc1)NCCCCNC(=O)N(c1ccccc1)c1ccccc1. Reaction SMILES: [Cl:12][C:13]([C:14]([Cl:15])=[O:16])=[O:17].[c:18]1([N:24]([C:25]([NH:26][CH2:27][CH2:28][CH2:29][CH2:30][NH2:31])=[O:32])[c:33]2[cH:34][cH:35][cH:36][cH:37][cH:38]2)[cH:19][cH:20][cH:21][cH:22][cH:23]1.[n:1]1[cH:2][c:3]([CH:7]=[CH:8][C:9](=[O:10])[OH:11])[cH:4][cH:5][cH:6]1>>[n:1]1[cH:2][c:3]([CH:7]=[CH:8][C:9](=[O:11])[NH:31][CH2:30][CH2:29][CH2:28][CH2:27][NH:26][C:25]([N:24]([c:18]2[cH:19][cH:20][cH:21][cH:22][cH:23]2)[c:33]2[cH:34][cH:35][cH:36][cH:37][cH:38]2)=[O:32])[cH:4][cH:5][cH:6]1. Starting materials: O1C(=CC=C1)C1CC(C=2C(=CC=NC2C1)C)=O (7-(2-furyl)-4-methyl-5,6,7,8-tetrahydroquinolin-5-one), C(=N)(N)NN.Cl (aminoguanidine hydrochloride), Cl (hydrochloric acid). Solvent: C(C)O (ethanol). Yields the product Cl.O1C(=CC=C1)C1CC(C=2C(=CC=NC2C1)C)=NNC(=N)N (7-(2-furyl)-5-guanidinoimino-4-methyl-5,6,7,8-tetrahydroquinoline hydrochloride). Isolated yield 95.5%. RXN SMILES: [O:1]1[CH:5]=[CH:4][CH:3]=[C:2]1[CH:6]1[CH2:15][C:14]2[N:13]=[CH:12][CH:11]=[C:10]([CH3:16])[C:9]=2[C:8](=O)[CH2:7]1.[C:18]([NH:21][NH2:22])([NH2:20])=[NH:19].[ClH:23].Cl>C(O)C>[ClH:23].[O:1]1[CH:5]=[CH:4][CH:3]=[C:2]1[CH:6]1[CH2:15][C:14]2[N:13]=[CH:12][CH:11]=[C:10]([CH3:16])[C:9]=2[C:8](=[N:22][NH:21][C:18]([NH2:20])=[NH:19])[CH2:7]1 |f:1.2,5.6|. Procedure: A mixture of 7-(2-furyl)-4-methyl-5,6,7,8-tetrahydroquinolin-5-one (227 mg), aminoguanidine hydrochloride (122 mg) and concentrated hydrochloric acid (0.1 ml) in ethanol (3 ml) was refluxed for 2 hours. The reaction solution was cooled, and precipitated crystals were filtered and washed with ethanol to give 7-(2-furyl)-5-guanidinoimino-4-methyl-5,6,7,8-tetrahydroquinoline hydrochloride (Compound 69) (305 mg) as colorless crystals. The reactants are C(C=C)Br (allyl bromide), C(=O)([O-])[O-].[K+].[K+] (K2CO3), COC=1C=C(C=CC1Br)O (3-methoxy-4-bromo-phenol). Conditions: time 8 hour. Yields the product 5.93, BrC1=C(C=C(C=C1)OCC=C)OC (1-Bromo-2-methoxy-4-allyloxybenzene). Isolated yield 81.0%. As a reaction SMILES: C([O-])([O-])=O.[K+].[K+].[CH3:7][O:8][C:9]1[CH:10]=[C:11]([OH:16])[CH:12]=[CH:13][C:14]=1[Br:15].[CH2:17](Br)[CH:18]=[CH2:19]>>[Br:15][C:14]1[CH:13]=[CH:12][C:11]([O:16][CH2:19][CH:18]=[CH2:17])=[CH:10][C:9]=1[O:8][CH3:7] |f:0.1.2|. Procedure details: To a stirred mixture of K2CO3 (3.45 g, 0.025 mol), and 3-methoxy-4-bromo-phenol (6.09 g, 0.030 mol) at ambient temperature under argon is added allyl bromide (3.60 g, 0.030 mol). The resulting mixture is heated and stirred overnight. The mixture is filtered and the filtrate is concentrated on the rotovap. The residue is partitioned between Et2O and H2O. The Et2O layer is separated and extracted with 2×70 ml 5% NaOH, washed with brine, dried (MgSO4) and filtered. Evaporation on the rotovap follow... The reactants are SC=1C=C(C=CC1)B(O)O (3-mercaptophenylboronic acid), BrCC1=CC=C(C=C1)CC(=O)O (4-bromomethylphenyl acetic acid). Product: C(=O)(O)CC1=CC=C(CSC=2C=C(C=CC2)B(O)O)C=C1 (3-(4-Carboxymethyl-benzylsulfanyl)-phenylboronic acid). As a reaction SMILES: [SH:1][C:2]1[CH:3]=[C:4]([B:8]([OH:10])[OH:9])[CH:5]=[CH:6][CH:7]=1.Br[CH2:12][C:13]1[CH:18]=[CH:17][C:16]([CH2:19][C:20]([OH:22])=[O:21])=[CH:15][CH:14]=1>>[C:20]([CH2:19][C:16]1[CH:17]=[CH:18][C:13]([CH2:12][S:1][C:2]2[CH:3]=[C:4]([B:8]([OH:10])[OH:9])[CH:5]=[CH:6][CH:7]=2)=[CH:14][CH:15]=1)([OH:22])=[O:21]. Procedure details: 3-(4-Carboxymethyl-benzylsulfanyl)-phenylboronic acid was prepared from 3-mercaptophenylboronic acid and 4-bromomethylphenyl acetic acid according to the procedure of Example 12; The reactants are O=C([O-])[O-], CC(C)=O, CC(C)N=C=S, [K+], [K+], Cc1csc(N)c1S(N)(=O)=O. The product is Cc1csc(N)c1S(=O)(=O)NC(=S)NC(C)C. Reaction SMILES: [C:12](=[O:13])([O-:14])[O-:15].[CH3:24][C:25](=[O:26])[CH3:27].[CH:18]([CH3:19])([CH3:20])[N:21]=[C:22]=[S:23].[K+:16].[K+:17].[NH2:1][c:2]1[s:3][cH:4][c:5]([CH3:11])[c:6]1[S:7](=[O:8])(=[O:9])[NH2:10]>>[NH2:1][c:2]1[s:3][cH:4][c:5]([CH3:11])[c:6]1[S:7](=[O:8])(=[O:9])[NH:10][C:22]([NH:21][CH:18]([CH3:19])[CH3:20])=[S:23].